This data is from the Open Reaction Database (ORD), a public repository of structured organic reaction records. The task is: describe an organic reaction: reactants, conditions, products, and yield The reactants are COC(=O)CCSC(C)(C)c1ncc(Br)s1, O=C([O-])c1ccccc1C(=O)O[O-], ClCCl, [Mg+2], [Na+], [Na+], O=S([O-])([O-])=S, O, O, O, O, O, O, O. The product is COC(=O)CCS(=O)(=O)C(C)(C)c1ncc(Br)s1. RXN SMILES: [Br:1][c:2]1[cH:3][n:4][c:5]([C:7]([CH3:8])([CH3:9])[S:10][CH2:11][CH2:12][C:13](=[O:14])[O:15][CH3:16])[s:6]1.[C:23]([O:24][O-:25])(=[O:26])[c:27]1[c:28]([C:33]([O-:34])=[O:35])[cH:29][cH:30][cH:31][cH:32]1.[Cl:37][CH2:38][Cl:39].[Mg+2:36].[Na+:40].[Na+:41].[O-:42][S:43]([O-:44])(=[S:45])=[O:46].[OH2:17].[OH2:18].[OH2:19].[OH2:20].[OH2:21].[OH2:22].[OH2:47]>>[Br:1][c:2]1[cH:3][n:4][c:5]([C:7]([CH3:8])([CH3:9])[S:10]([CH2:11][CH2:12][C:13](=[O:14])[O:15][CH3:16])(=[O:17])=[O:18])[s:6]1. Reactants: C(C)(C)(C)N=NC(C)(CCCCCC)Cl (2-t-butylazo-2-chlorooctane), C(C)(C)(C)N=NC(CCC(=O)OCCCC)(C)Cl (n-butyl 4-t-butylazo-4-chlorovalerate), 2-t-cumylazo-2-chloropropane, t-butylhydrazone, t-cumylhydrazone, t-cumylhydrazine, NN (hydrazine), 2-t-cumylazo-2-chloro-4-methylpentane, C(CC(=O)C)(=O)OCC (ethyl acetoacetate), C(C)(C)(C)NN (t-butylhydrazine), C(CC(=O)C)(=O)OCC (ethyl acetoacetate). Run in CC(=O)C (acetone), CC(=O)C (acetone). Product: C(C)(C)(C)N=NC(C)(C)Cl (2-t-Butylazo-2-chloropropane). RXN SMILES: [C:1]([N:5]=[N:6][C:7]([Cl:15])([CH2:9]CCCCC)[CH3:8])([CH3:4])([CH3:3])[CH3:2].C(N=NC(Cl)(C)CCC(OCCCC)=O)(C)(C)C.NN.C(OCC)(=O)CC(C)=O.C(NN)(C)(C)C>CC(C)=O>[C:1]([N:5]=[N:6][C:7]([Cl:15])([CH3:9])[CH3:8])([CH3:4])([CH3:3])[CH3:2]. Procedure details: Following this procedure, the following α-chloroazos were likewise prepared ("t-BH" is t-butylhydrazone and "t-CH" is t-cumylhydrazone): 2-t-butylazo-2-chlorooctane (in 45.8% crude yield from 2-octanone t-BH), n-butyl 4-t-butylazo-4-chlorovalerate (in 61% crude yield from n-butyl levulinate t-BH), 2-t-cumylazo-2-chloropropane (in 49% crude yield from acetone t-CH prepared by refluxing acetone and an aqueous solution of t-cumylhydrazine, the hydrazine being prepared according to the method of C. ... Starting materials: N1(N=CN=C1)CCOC1=CC=C(N)C=C1 (4-[2-(1,2,4-triazol-1-yl)ethoxy]aniline), N#CN (cyanamide), [N+](=O)(O)[O-] (HNO3), NC(=N)N (guanidine). The product is [N+](=O)([O-])[O-].N1(N=CN=C1)CCOC1=CC=C(C=C1)NC(=[NH2+])N (4-[2-(1,2,4-Triazol-1-yl)ethoxy]phenylguanidinium nitrate), desired material. As a reaction SMILES: [N:1]1([CH2:6][CH2:7][O:8][C:9]2[CH:15]=[CH:14][C:12]([NH2:13])=[CH:11][CH:10]=2)[CH:5]=[N:4][CH:3]=[N:2]1.[N:16]#[C:17][NH2:18].[N+:19]([O-:22])([OH:21])=[O:20].NC(N)=N>>[N+:19]([O-:22])([O-:21])=[O:20].[N:1]1([CH2:6][CH2:7][O:8][C:9]2[CH:15]=[CH:14][C:12]([NH:13][C:17]([NH2:18])=[NH2+:16])=[CH:11][CH:10]=2)[CH:5]=[N:4][CH:3]=[N:2]1 |f:4.5|. Procedure details: The title compound was prepared from 4-[2-(1,2,4-triazol-1-yl)ethoxy]aniline (5.30 g, 25.9 mmol), cyanamide (1.86 g, 44.11 mmol) and concentrated HNO3 (1.88 mL, 28.54 mmol) in a manner similar to the guanidine of Example 1 to give the desired material (6.62 g) as an off-white solid, m.p. 280-282°. δH (d6DMSO) 9.33 (1H, bs), 8.56 (1H, s), 7.97 (1H, s), 7.17 (4H, bs), 7.16-7.12 (2H, s), 6.98-6.94 (2H, m), 4.58 (2H, t, J 5.0 Hz) and 4.34 (2H, t, J 2.0 Hz). Starting materials: N1=CC=CC=C1 (pyridine), ClC1=C(C(=O)Cl)C(=CC=C1)Cl (2,6-dichlorobenzoyl chloride), C1(=CC=CC=C1)C (toluene), N1=CC=CC=C1 (pyridine), ClC1=C(C(=O)Cl)C(=CC=C1)Cl (2,6-dichlorobenzoyl chloride), NC1=C(C(=O)OC(C)(C)C)C=CC(=C1)OC1=CC=CC=C1 (tert-butyl 2-amino-4-phenoxybenzoate). Solvent: O (water). The product is ClC1=C(C(=O)NC2=C(C(=O)OC(C)(C)C)C=CC(=C2)OC2=CC=CC=C2)C(=CC=C1)Cl (tert-butyl 2-(2,6-dichlorobenzamido)-4-phenoxybenzoate). Reaction SMILES: N1C=CC=CC=1.[Cl:7][C:8]1[CH:16]=[CH:15][CH:14]=[C:13]([Cl:17])[C:9]=1[C:10](Cl)=[O:11].C1(C)C=CC=CC=1.[NH2:25][C:26]1[CH:38]=[C:37]([O:39][C:40]2[CH:45]=[CH:44][CH:43]=[CH:42][CH:41]=2)[CH:36]=[CH:35][C:27]=1[C:28]([O:30][C:31]([CH3:34])([CH3:33])[CH3:32])=[O:29]>O>[Cl:7][C:8]1[CH:16]=[CH:15][CH:14]=[C:13]([Cl:17])[C:9]=1[C:10]([NH:25][C:26]1[CH:38]=[C:37]([O:39][C:40]2[CH:45]=[CH:44][CH:43]=[CH:42][CH:41]=2)[CH:36]=[CH:35][C:27]=1[C:28]([O:30][C:31]([CH3:32])([CH3:33])[CH3:34])=[O:29])=[O:11]. Procedure: 0.089 mL of pyridine and 0.11 mL of 2,6-dichlorobenzoyl chloride were added to 3.0 mL of toluene solution containing 0.15 g of tert-butyl 2-amino-4-phenoxybenzoate at room temperature sequentially, and the resulting mixture was heated to reflux for 4 hours. The reaction mixture was cooled to room temperature and 0.021 mL of pyridine and 0.037 mL of 2,6-dichlorobenzoyl chloride were added sequentially and heated to reflux for 4 hours. The reaction mixture was cooled to room temperature and water ... Yields the product CC(Br)c1ccc(F)c(F)c1. RXN SMILES: [BrH:1].[F:2][c:3]1[cH:4][c:5]([CH:10]([CH3:11])[OH:12])[cH:6][cH:7][c:8]1[F:9]>>[Br:1][CH:10]([c:5]1[cH:4][c:3]([F:2])[c:8]([F:9])[cH:7][cH:6]1)[CH3:11]. The reactants are Br, CC(O)c1ccc(F)c(F)c1. Isolated yield 60.5%. RXN SMILES: [CH3:1][CH:2]([CH2:4][CH2:5][CH2:6][C@H:7]([C@@H:9]1[C@:27]2([CH3:28])[C@H:12]([C@H:13]3[C@H:24]([CH2:25][CH2:26]2)[C@:22]2([CH3:23])[C:16]([CH2:17][C@H:18]([CH2:20][CH2:21]2)[OH:19])=[CH:15][CH2:14]3)[CH2:11][CH2:10]1)[CH3:8])[CH3:3]>O1CCOCC1>[CH3:3][CH:2]([CH2:4][CH2:5][CH2:6][C@H:7]([C@@H:9]1[C@:27]2([CH3:28])[C@H:12]([C@H:13]3[C@H:24]([CH2:25][CH2:26]2)[C@:22]2([CH3:23])[C:16](=[CH:17][C:18](=[O:19])[CH:20]=[CH:21]2)[CH:15]=[CH:14]3)[CH2:11][CH2:10]1)[CH3:8])[CH3:1]. The reactants are CC(C)CCC[C@@H](C)[C@H]1CC[C@H]2[C@@H]3CC=C4C[C@@H](O)CC[C@]4(C)[C@H]3CC[C@]12C (Cholesterol), dichlorodicyanoquinone. The solvent is O1CCOCC1 (dioxan). Yields the product CC(C)CCC[C@@H](C)[C@H]1CC[C@H]2[C@@H]3C=CC4=CC(C=C[C@]4(C)[C@H]3CC[C@]12C)=O (Cholesta-1,4,6-trien-3-one). Reported procedure: Cholesterol (19.3 gms) and dichlorodicyanoquinone (38 gms) in dry dioxan (500 ml) were heated under reflux for 22 hrs. The mixture was then cooled, filtered and the filtrate evaporated to dryness. Chromatography of the residue on alumina and elution with benzene/hexane followed by elution with benzene afforded the trienone as a pale oil (11.5 gms) which solidified on standing. Physical properties of this material were appropriate.